Dataset: the Open Reaction Database (ORD), a public repository of structured organic reaction records. Task: describe an organic reaction: reactants, conditions, products, and yield Reactants: C(C)(C)NC(C)C (di-iso-propyl-amine), C(CCC)[Li] (n-butyllithium), CN(C=O)CC1=CC=NC=C1 (N-methyl-N-[4-picolyl]formamide), C(C1=CC=CC=C1)#N (benzonitrile). Run in C1CCOC1 (THF), C1CCOC1 (THF). Run at time 1 hour. Product: CN1C=NC(=C1C1=CC=NC=C1)C1=CC=CC=C1 (1-Methyl-4-phenyl-5-[4-pyridyl]imidazole), solid. Isolated yield 37.0%. As a reaction SMILES: C(NC(C)C)(C)C.C([Li])CCC.[CH3:13][N:14]([CH2:17][C:18]1[CH:23]=[CH:22][N:21]=[CH:20][CH:19]=1)[CH:15]=O.[C:24](#[N:31])[C:25]1[CH:30]=[CH:29][CH:28]=[CH:27][CH:26]=1>C1COCC1>[CH3:13][N:14]1[C:17]([C:18]2[CH:23]=[CH:22][N:21]=[CH:20][CH:19]=2)=[C:24]([C:25]2[CH:30]=[CH:29][CH:28]=[CH:27][CH:26]=2)[N:31]=[CH:15]1. Procedure: To a solution of di-iso-propyl-amine (11.2 mL, 79.9 mmol ) in 150 mL of THF at −78° C. was added n-butyllithium (31.9 mL of 2.5 M solution, 79.9 mmol). To the resulting mixture was added a solution of N-methyl-N-[4-picolyl]formamide (10 g, 66.5 mmol) in THF. The resulting orange-brown solution was stirred at −78° C. for 20 min, at which time benzonitrile (13.6 mL, 133 mmol) was added. The resulting dark brown mixture was allowed to warm to rt and stirred for 1 h, heated to reflux for 4 h, and th...